Dataset: the Open Reaction Database (ORD), a public repository of structured organic reaction records. Task: describe an organic reaction: reactants, conditions, products, and yield The reactants are S(=O)(=O)(O)O.OC1=C(C(=NC=N1)N)N (6-hydroxy-4,5-diaminopyrimidine sulfate), C(C)(=O)[O-].[Na+] (sodium acetate), C1(=CC(=CC=C1)C(=O)C=O)C (3-tolylglyoxal), C(C)O (ethanol). Run in O (water). Reaction conditions: time 17 hour. The product is 2.7, OC1=NC=NC2=NC(=CN=C12)C=1C=C(C=CC1)C (4-hydroxy-7-(3-tolyl)pteridine). The yield is 28.0%. As a reaction SMILES: [C:1]1([CH3:11])[CH:6]=[CH:5][CH:4]=[C:3]([C:7]([CH:9]=O)=O)[CH:2]=1.C(O)C.S(O)(O)(=O)=O.[OH:20][C:21]1[N:26]=[CH:25][N:24]=[C:23]([NH2:27])[C:22]=1[NH2:28].C([O-])(=O)C.[Na+]>O>[OH:20][C:21]1[C:22]2[C:23](=[N:27][C:7]([C:3]3[CH:2]=[C:1]([CH3:11])[CH:6]=[CH:5][CH:4]=3)=[CH:9][N:28]=2)[N:24]=[CH:25][N:26]=1 |f:2.3,4.5|. Procedure: A solution of 3.6 g. of 3-tolylglyoxal in 15 ml. of ethanol was added to a stirred suspension of 3.26 g. of 6-hydroxy-4,5-diaminopyrimidine sulfate in 30 ml. of hot water containing 6.45 g. of sodium acetate. Stirring was continued for 17 hours at room temperature and the formed precipitate was then filtered, washed twice each with methanol and ether to yield 2.7 (28%) of 4-hydroxy-7-(3-tolyl)pteridine. Recrystallization from DMSO/water produced the pure product; melting point 248-50 degrees C. ... Reactants: C(C)(C)(C)OC(=O)N1CC(C1)C=1SC2=C(N1)C=CC=C2 (3-benzothiazol-2-yl-azetidine-1-carboxylic acid tert-butyl ester), C(=O)(C(F)(F)F)O (TFA). The solvent is C(Cl)Cl (DCM). Conditions: time 30 minute. Product: FC(C(=O)O)(F)F.S1C(=NC2=C1C=CC=C2)C2CNC2 (3-Benzothiazol-2-yl-azetidine trifluoroacetate). Reaction SMILES: C(OC([N:8]1[CH2:11][CH:10]([C:12]2[S:13][C:14]3[CH:20]=[CH:19][CH:18]=[CH:17][C:15]=3[N:16]=2)[CH2:9]1)=O)(C)(C)C.[C:21]([OH:27])([C:23]([F:26])([F:25])[F:24])=[O:22]>C(Cl)Cl>[F:24][C:23]([F:26])([F:25])[C:21]([OH:27])=[O:22].[S:13]1[C:14]2[CH:20]=[CH:19][CH:18]=[CH:17][C:15]=2[N:16]=[C:12]1[CH:10]1[CH2:9][NH:8][CH2:11]1 |f:3.4|. Reported procedure: To 48 mg (166 μmol) 3-benzothiazol-2-yl-azetidine-1-carboxylic acid tert-butyl ester was added 5 mL DCM and 5 mL TFA. The resulting mixture was stirred at room temperature for 30 minutes. The solvent was evaporated to give the product as the TFA salt which was used in the next step without further purification. Run at temperature 50 celsius, time 2 hour. Product: O=S1(CCC(CC1)OC1=CC(=C(C(=C1)C)C1=CC(=CC=C1)COC1=CC=C(C=C1)C1C(C1)C(=O)O)C)=O (2-[4-({4′-[(1,1-dioxidotetrahydro-2H-thiopyran-4-yl)oxy]-2′,6′-dimethylbiphenyl-3-yl}methoxy)phenyl]cyclopropanecarboxylic acid). Solvent: CO (methanol), O1CCCC1 (tetrahydrofuran). Reported procedure: To a mixed solution of methyl 2-[4-({4′-[(1,1-dioxidotetrahydro-2H-thiopyran-4-yl)oxy]-2′,6′- dimethylbiphenyl-3-yl}methoxy)phenyl]cyclopropanecarboxYlate (0.392 g, 0.733 mmol) in methanol (6 mL) and tetrahydrofuran (12 mL) was added 2 M aqueous sodium hydroxide solution (3 mL), and the mixture was stirred at 50° C. for 2 hr. 1 M Hydrochloric acid (10 mL) was added to the reaction mixture, and the mixture was extracted with ethyl acetate. The extract was washed with saturated brine, dried over a... As a reaction SMILES: [O:1]=[S:2]1(=[O:38])[CH2:7][CH2:6][CH:5]([O:8][C:9]2[CH:14]=[C:13]([CH3:15])[C:12]([C:16]3[CH:21]=[CH:20][CH:19]=[C:18]([CH2:22][O:23][C:24]4[CH:29]=[CH:28][C:27]([CH:30]5[CH2:32][CH:31]5[C:33]([O:35]C)=[O:34])=[CH:26][CH:25]=4)[CH:17]=3)=[C:11]([CH3:37])[CH:10]=2)[CH2:4][CH2:3]1.[OH-].[Na+].Cl>CO.O1CCCC1>[O:1]=[S:2]1(=[O:38])[CH2:7][CH2:6][CH:5]([O:8][C:9]2[CH:14]=[C:13]([CH3:15])[C:12]([C:16]3[CH:21]=[CH:20][CH:19]=[C:18]([CH2:22][O:23][C:24]4[CH:25]=[CH:26][C:27]([CH:30]5[CH2:32][CH:31]5[C:33]([OH:35])=[O:34])=[CH:28][CH:29]=4)[CH:17]=3)=[C:11]([CH3:37])[CH:10]=2)[CH2:4][CH2:3]1 |f:1.2|. The yield is 33.8%. The reactants are O=S1(CCC(CC1)OC1=CC(=C(C(=C1)C)C1=CC(=CC=C1)COC1=CC=C(C=C1)C1C(C1)C(=O)OC)C)=O (methyl 2-[4-({4′-[(1,1-dioxidotetrahydro-2H-thiopyran-4-yl)oxy]-2′,6′- dimethylbiphenyl-3-yl}methoxy)phenyl]cyclopropanecarboxYlate), [OH-].[Na+] (sodium hydroxide), Cl (Hydrochloric acid). Run at temperature 80 celsius, time 1 hour. The product is IC=1C(=NNC1)C(=O)OCC (ethyl 4-iodo-1H-pyrazole-3-carboxylate). Reaction SMILES: C[N:2]1[CH:6]=[CH:5][C:4]([C:7]([O:9][CH2:10][CH3:11])=[O:8])=[N:3]1.[I:12]I.O=[N+]([O-])[O-].[O-][N+](=O)[O-].[O-][N+](=O)[O-].[O-][N+](=O)[O-].[O-][N+](=O)[O-].[O-][N+](=O)[O-].[Ce+4].[NH4+].[NH4+]>CC#N>[I:12][C:5]1[C:4]([C:7]([O:9][CH2:10][CH3:11])=[O:8])=[N:3][NH:2][CH:6]=1 |f:2.3.4.5.6.7.8.9.10|. Procedure: To a stirred solution of ethyl 1-methyl-1H-pyrazole-3-carboxylate (5 g, 32.4 mmol) in CH3CN (200 mL) under Ar was added I2 (4.94 g, 19.46 mmol) and after 5 min CAN (10.67 g, 19.46 mmol). The reaction mixture was stirred for 1 hr at 80° C., concentrated, quenched with a 10% aq. Na2S2O3 solution, and extracted with CH2Cl2. The combined organic layers were washed with brine, dried over Na2SO4 and evaporated. The crude material was purified by silica gel column chromatography (hexane/EtOAc 25-45%) t... Starting materials: CN1N=C(C=C1)C(=O)OCC (ethyl 1-methyl-1H-pyrazole-3-carboxylate), II (I2), O=[N+]([O-])[O-].[O-][N+]([O-])=O.[O-][N+]([O-])=O.[O-][N+]([O-])=O.[O-][N+]([O-])=O.[O-][N+]([O-])=O.[Ce+4].[NH4+].[NH4+] (CAN). The solvent is CC#N (CH3CN). Yield: 166.0%.